The task is: describe an organic reaction: reactants, conditions, products, and yield. This data is from the Open Reaction Database (ORD), a public repository of structured organic reaction records. The reactants are C1CCOC1, CNC, CSC1=NCC(c2ccc([N+](=O)[O-])cc2)c2cc(Cl)ccc21. Product: CN(C)C1=NCC(c2ccc([N+](=O)[O-])cc2)c2cc(Cl)ccc21. RXN SMILES: [CH2:26]1[O:27][CH2:28][CH2:29][CH2:30]1.[CH3:23][NH:24][CH3:25].[Cl:1][c:2]1[cH:3][c:4]2[c:9]([cH:10][cH:11]1)[C:8]([S:12][CH3:13])=[N:7][CH2:6][CH:5]2[c:14]1[cH:15][cH:16][c:17]([N+:20](=[O:21])[O-:22])[cH:18][cH:19]1>>[Cl:1][c:2]1[cH:3][c:4]2[c:9]([cH:10][cH:11]1)[C:8]([N:24]([CH3:23])[CH3:25])=[N:7][CH2:6][CH:5]2[c:14]1[cH:15][cH:16][c:17]([N+:20](=[O:21])[O-:22])[cH:18][cH:19]1.